From a dataset of the Open Reaction Database (ORD), a public repository of structured organic reaction records. describe an organic reaction: reactants, conditions, products, and yield Starting materials: Ni(CO)4, O (H2O), C(CO)(=O)OC.[Na] (sodium methyl glycolate), [OH-].[Na+] (NaOH), COCCO (methyl glycol), COCCO (methyl glycol), silicone oil, C(C=C)Cl (allyl chloride). The product is Cl, COCCOC(\C=C\C)=O (crotonic acid-2-methoxyethylester), COCCOC(CC=C)=O (vinyl acetic acid-2-methoxy-ethylester). Isolated yield 16.0%. As a reaction SMILES: [CH2:1](Cl)[CH:2]=[CH2:3].O.[C:6]([O:10][CH3:11])(=[O:9])[CH2:7]O.[Na].[OH-].[Na+].[CH3:15][O:16][CH2:17][CH2:18][OH:19]>>[CH3:15][O:16][CH2:17][CH2:11][O:10][C:6](=[O:9])/[CH:7]=[CH:2]/[CH3:3].[CH3:15][O:16][CH2:17][CH2:18][O:19][C:6](=[O:10])[CH2:7][CH:1]=[CH2:2] |f:2.3,4.5,^1:11|. Reported procedure: 76.5 g (1 mole) of allyl chloride is reacted as in Example 1, at 60° C., 1.8 atmospheres of CO pressure, and a pH of 10.2, in the presence of 5 ml of Ni(CO)4, but in 200 g of methyl glycol containing 0.16 wt.-% of H2O, with 1.1 moles of sodium methyl glycolate in a 28.5 wt.-% solution in methyl glycol containing 0.35 wt.-% of NaOH, over a period of 4 hours. At a Cl' transformation of 84.2%, 91 g of crotonic acid-2-methoxyethylester (yield 75%) and 19.5 g of vinyl acetic acid-2-methoxy-ethylester... Reactants: CC(=O)C[P+](c1ccccc1)(c1ccccc1)c1ccccc1, [Cl-], CN1Cc2c(C=O)ncn2-c2cccc(Cl)c2C1=O, C1CCOC1. Yields the product CC(=O)C=Cc1ncn2c1CN(C)C(=O)c1c(Cl)cccc1-2. Reaction SMILES: [CH2:2]([C:3](=[O:4])[CH3:5])[P+:6]([c:7]1[cH:8][cH:9][cH:10][cH:11][cH:12]1)([c:13]1[cH:14][cH:15][cH:16][cH:17][cH:18]1)[c:19]1[cH:20][cH:21][cH:22][cH:23][cH:24]1.[Cl-:1].[Cl:25][c:26]1[cH:27][cH:28][cH:29][c:30]2[c:31]1[C:32](=[O:43])[N:33]([CH3:42])[CH2:34][c:35]1[n:36]-2[cH:37][n:38][c:39]1[CH:40]=[O:41].[O:44]1[CH2:45][CH2:46][CH2:47][CH2:48]1>>[CH:2]([C:3](=[O:4])[CH3:5])=[CH:40][c:39]1[c:35]2[n:36]([cH:37][n:38]1)-[c:30]1[cH:29][cH:28][cH:27][c:26]([Cl:25])[c:31]1[C:32](=[O:43])[N:33]([CH3:42])[CH2:34]2.